From a dataset of the Open Reaction Database (ORD), a public repository of structured organic reaction records. describe an organic reaction: reactants, conditions, products, and yield Reactants: NC(CC(=O)OCC)C(=O)OCC (Diethyl 1-amino-1,2-ethylenedicarboxylate), C(C)C(=O)C=C (α-ethylacrolein), C(CCC)O (n-butanol), aminodiester. The reagents and catalysts are C1(=CC=C(C=C1)S(=O)(=O)O)C (p-toluenesulfonic acid). Yields the product C(C)C=1C=C(C(=NC1)C(=O)OCC)C(=O)OCC (diethyl 5-ethylpyridine-2,3-dicarboxylate). Isolated yield 84.6%. RXN SMILES: [NH2:1][CH:2]([C:9]([O:11][CH2:12][CH3:13])=[O:10])[CH2:3][C:4]([O:6][CH2:7][CH3:8])=[O:5].[CH2:14]([C:16]([CH:18]=[CH2:19])=O)C.[CH2:20](O)CCC>C1(C)C=CC(S(O)(=O)=O)=CC=1>[CH2:16]([C:18]1[CH:19]=[C:3]([C:4]([O:6][CH2:7][CH3:8])=[O:5])[C:2]([C:9]([O:11][CH2:12][CH3:13])=[O:10])=[N:1][CH:20]=1)[CH3:14]. Reported procedure: Diethyl 1-amino-1,2-ethylenedicarboxylate (1.7 g) and α-ethylacrolein (0.84 g) are dissolved in n-butanol (10 ml), and thereto is added p-toluenesulfonic acid (35 mg). The mixture is refluxed for 15 hours (the degree of reaction of aminodiester is 97%). After distilling off the solvent, the residue is subjected to silica gel column chromatography, eluting with chloroform/methanol (1:0-1:0.01), to give diethyl 5-ethylpyridine-2,3-dicarboxylate (1.93 g., 84.6%). The product has a purity of 92.2% b...